Task: describe an organic reaction: reactants, conditions, products, and yield. Dataset: the Open Reaction Database (ORD), a public repository of structured organic reaction records Starting materials: BrCCBr (1,2-dibromoethane), BrC1=CSC=C1 (3-bromothiophene), C[C@@H]1OCCC(C1)=O ((2S)-2-methyltetrahydropyran-4-one), BrCCBr (1,2-dibromoethane), [Mg] (magnesium), Grignard reagent. Run in C(C)OCC (diethyl ether), C(C)OCC (diethyl ether), C(C)OCC (diethyl ether), C(C)OCC (diethyl ether). Yields the product O[C@]1(C[C@@H](OCC1)C)C1=CSC=C1 ((2S,4R)-4-hydroxy-2-methyl-4-(3-thienyl)tetrahydropyran). Yield: 19.7%. RXN SMILES: BrCCBr.[Mg].Br[C:7]1[CH:11]=[CH:10][S:9][CH:8]=1.[CH3:12][C@H:13]1[CH2:18][C:17](=[O:19])[CH2:16][CH2:15][O:14]1>C(OCC)C>[OH:19][C@:17]1([C:7]2[CH:11]=[CH:10][S:9][CH:8]=2)[CH2:16][CH2:15][O:14][C@@H:13]([CH3:12])[CH2:18]1. Procedure: A solution of 1,2-dibromoethane (5 g) in diethyl ether (10 ml) was added to a stirred suspension of magnesium (3 g) in diethyl ether (10 ml) to initiate the formation of a Grignard reagent. A mixture of 1,2-dibromoethane (16.7 g) and 3-bromothiophene (4 g) in diethyl ether (30 ml) was added dropwise. The mixture was stirred and heated to reflux for 2 hours. A solution of (2S)-2-methyltetrahydropyran-4-one (2 g) in diethyl ether (5 ml) was added and the mixture was heated to reflux for 1 hour. Th... The reactants are C(C)(C)(C)[S@](=O)N[C@H](C)C1=CC=C(C(=O)OC(C)(C)C)C=C1 (tert-butyl 4-[(1R)-1-{[(S)-tert-butylsulfinyl]amino}ethyl]benzoate), Cl (hydrochloric acid). The solvent is CO (methanol). Conditions: time 2 hour. The product is Cl.C(C)(C)(C)OC(C1=CC=C(C=C1)[C@@H](C)N)=O (tert-butyl-4-[(1R)-1-aminoethyl]benzoate hydrochloride). RXN SMILES: C([S@@]([NH:7][C@@H:8]([C:10]1[CH:22]=[CH:21][C:13]([C:14]([O:16][C:17]([CH3:20])([CH3:19])[CH3:18])=[O:15])=[CH:12][CH:11]=1)[CH3:9])=O)(C)(C)C.[ClH:23]>CO>[ClH:23].[C:17]([O:16][C:14](=[O:15])[C:13]1[CH:12]=[CH:11][C:10]([C@H:8]([NH2:7])[CH3:9])=[CH:22][CH:21]=1)([CH3:19])([CH3:18])[CH3:20] |f:3.4|. Reported procedure: To a 2-dram vial was added tert-butyl 4-[(1R)-1-{[(S)-tert-butylsulfinyl]amino}ethyl]benzoate (0.0586 g, 0.180 mmol), hydrochloric acid (0.14 mL, 0.54 mmol, 4.0 M in 1,4-dioxane), and methanol (2 mL). The mixture was stirred at rt for 2 h. The solvent was then completely removed to give tert-butyl-4-[(1R)-1-aminoethyl]benzoate hydrochloride as a white solid. LC-MS: (FA) ES+ 222.